This data is from the Open Reaction Database (ORD), a public repository of structured organic reaction records. The task is: describe an organic reaction: reactants, conditions, products, and yield Yields the product Cc1cc(Cl)ccc1-c1cnc(C#Cc2ccc(OCCN3CCC(C)(O)CC3)cc2)cn1. Reaction SMILES: [Cl:1][c:2]1[cH:3][c:4]([CH3:16])[c:5](-[c:8]2[n:9][cH:10][c:11]([C:14]#[CH:15])[n:12][cH:13]2)[cH:6][cH:7]1.[I:17][c:18]1[cH:19][cH:20][c:21]([O:22][CH2:23][CH2:24][N:25]2[CH2:26][CH2:27][C:28]([OH:31])([CH3:32])[CH2:29][CH2:30]2)[cH:33][cH:34]1>>[Cl:1][c:2]1[cH:3][c:4]([CH3:16])[c:5](-[c:8]2[n:9][cH:10][c:11]([C:14]#[C:15][c:18]3[cH:19][cH:20][c:21]([O:22][CH2:23][CH2:24][N:25]4[CH2:26][CH2:27][C:28]([OH:31])([CH3:32])[CH2:29][CH2:30]4)[cH:33][cH:34]3)[n:12][cH:13]2)[cH:6][cH:7]1. The reactants are C#Cc1cnc(-c2ccc(Cl)cc2C)cn1, CC1(O)CCN(CCOc2ccc(I)cc2)CC1. Starting materials: [BH3-]C#N, CC(=O)O, CO, CCN1c2ncc(C=O)cc2C(=O)N(C)c2ccc(Cl)nc21, Nc1ccccc1, [Na+]. Product: CCN1c2ncc(CNc3ccccc3)cc2C(=O)N(C)c2ccc(Cl)nc21. RXN SMILES: [C:23]([BH3-:24])#[N:25].[CH3:34][C:35](=[O:36])[OH:37].[CH3:38][OH:39].[Cl:1][c:2]1[cH:3][cH:4][c:5]2[c:11]([n:12]1)[N:10]([CH2:13][CH3:14])[c:9]1[c:8]([cH:18][c:17]([CH:19]=[O:20])[cH:16][n:15]1)[C:7](=[O:21])[N:6]2[CH3:22].[NH2:27][c:28]1[cH:29][cH:30][cH:31][cH:32][cH:33]1.[Na+:26]>>[Cl:1][c:2]1[cH:3][cH:4][c:5]2[c:11]([n:12]1)[N:10]([CH2:13][CH3:14])[c:9]1[c:8]([cH:18][c:17]([CH2:19][NH:27][c:28]3[cH:29][cH:30][cH:31][cH:32][cH:33]3)[cH:16][n:15]1)[C:7](=[O:21])[N:6]2[CH3:22].